This data is from the Open Reaction Database (ORD), a public repository of structured organic reaction records. The task is: describe an organic reaction: reactants, conditions, products, and yield Starting materials: C(C)(=O)[O-].[NH4+] (ammonium acetate), CN(C=CC1=CC=C(C(N1)=O)C#N)C (1,2-dihydro-6-(2-dimethylaminoethenyl)-2-oxo-3-pyridinecarbonitrile), C(C)(=O)[O-].[NH4+] (ammonium acetate). The solvent is CN(C=O)C (dimethylformamide). Conditions: temperature 5 celsius. Product: CC1=C2C=C(C(NC2=CC=N1)=O)C#N (1,2-dihydro-5-methyl-2-oxo-1,6-naphthyridine-3-carbonitrile). RXN SMILES: [C:1]([O-])(=O)C.[NH4+].C[N:7]([CH3:19])[CH:8]=[CH:9][C:10]1[NH:15][C:14](=[O:16])[C:13]([C:17]#[N:18])=[CH:12][CH:11]=1>CN(C)C=O>[CH3:1][C:19]1[N:7]=[CH:8][CH:9]=[C:10]2[C:11]=1[CH:12]=[C:13]([C:17]#[N:18])[C:14](=[O:16])[NH:15]2 |f:0.1|. Procedure: The above preparation was also carried out using ammonium acetate in place of formamidine acetate as follows: A mixture containing 1.305 kg of 1,2-dihydro-6-(2-dimethylaminoethenyl)-2-oxo-3-pyridinecarbonitrile, 9 liters of dimethylformamide and 915 g of ammonium acetate was refluxed for five hours The reaction suspension was cooled to 5° C. for three hours and the precipitated product was collected, washed twice with cold 60/40 by volume of dimethylformamide/water, twice with cold ethanol, once... The reagents and catalysts are [Fe] (iron). The reactants are COC(=O)C=1C=C2CC(C(NC2=CC1)C1=CC=C(C=C1)[N+](=O)[O-])(C)C (Methyl-3,3-dimethyl-2-(4-nitrophenyl)-1,2,3,4-tetrahydroquinoline-6-carboxylate). Procedure details: To a solution of methyl 4-hydroxy-3,3-dimethyl-2-(4-nitrophenyl)-1,2,3,4-tetrahydroquinoline-6-carboxylate (61 mg 0.18 mmol) and triethylsilane (0.06 mL, 0.34 mmol) in dichloromethane (10 mL) was added dropwise a solution of trifluoroacetic acid (0.04 mL, 0.51 mol) in dichloromethane (5 mL) below 0° C. Upon completion of addition, the resultant mixture was stirred at room temperature for 24 h, then was quenched with sodium bicarbonate solution and separated. The organic layer was dried over anhy... Run in CO.O (methanol water). Yields the product NC1=CC=C(C=C1)C1NC2=CC=C(C=C2CC1(C)C)C(=O)OC (methyl 2-(4-aminophenyl)-3,3-dimethyl-1,2,3,4-tetrahydroquinoline-6-carboxylate). Isolated yield 95.6%. Reaction SMILES: [CH3:1][O:2][C:3]([C:5]1[CH:6]=[C:7]2[C:12](=[CH:13][CH:14]=1)[NH:11][CH:10]([C:15]1[CH:20]=[CH:19][C:18]([N+:21]([O-])=O)=[CH:17][CH:16]=1)[C:9]([CH3:25])([CH3:24])[CH2:8]2)=[O:4]>CO.O.[Fe]>[NH2:21][C:18]1[CH:17]=[CH:16][C:15]([CH:10]2[C:9]([CH3:24])([CH3:25])[CH2:8][C:7]3[C:12](=[CH:13][CH:14]=[C:5]([C:3]([O:2][CH3:1])=[O:4])[CH:6]=3)[NH:11]2)=[CH:20][CH:19]=1 |f:1.2|. The reactants are O=C([O-])O, CCCCO, CN(CCCl)CCCl, Cl, Nc1cccc2cc(S(=O)(=O)c3ccccc3)cnc12, [Na+], [Na+], [Na+], [Na+], [Na+], O=C([O-])[O-], O=S([O-])([O-])=S. Product: CN1CCN(c2cccc3cc(S(=O)(=O)c4ccccc4)cnc23)CC1. Reaction SMILES: [C:36](=[O:37])([OH:38])[O-:39].[CH2:48]([OH:49])[CH2:50][CH2:51][CH3:52].[Cl:22][CH2:23][CH2:24][N:25]([CH3:26])[CH2:27][CH2:28][Cl:29].[ClH:21].[NH2:1][c:2]1[cH:3][cH:4][cH:5][c:6]2[cH:7][c:8]([S:12](=[O:13])(=[O:14])[c:15]3[cH:16][cH:17][cH:18][cH:19][cH:20]3)[cH:9][n:10][c:11]12.[Na+:30].[Na+:31].[Na+:40].[Na+:46].[Na+:47].[O-:32][C:33](=[O:34])[O-:35].[S:41]([O-:42])([O-:43])(=[O:44])=[S:45]>>[N:1]1([c:2]2[cH:3][cH:4][cH:5][c:6]3[cH:7][c:8]([S:12](=[O:13])(=[O:14])[c:15]4[cH:16][cH:17][cH:18][cH:19][cH:20]4)[cH:9][n:10][c:11]23)[CH2:23][CH2:24][N:25]([CH3:26])[CH2:27][CH2:28]1.